This data is from the Open Reaction Database (ORD), a public repository of structured organic reaction records. The task is: describe an organic reaction: reactants, conditions, products, and yield Yields the product CCC(CN1CC(O)(C(F)(F)F)C1)N1C(=O)C(C)(CC(=O)O)CC(c2cccc(Cl)c2)C1c1ccc(Cl)cc1. As a reaction SMILES: [C:42]([O:43][BH-:44]([O:45][C:46](=[O:47])[CH3:48])[O:49][C:50](=[O:51])[CH3:52])(=[O:53])[CH3:54].[Cl:1][c:2]1[cH:3][c:4]([CH:8]2[CH2:9][C:10]([CH3:27])([CH2:28][C:29](=[O:30])[OH:31])[C:11](=[O:26])[N:12]([CH:21]([CH:22]=[O:23])[CH2:24][CH3:25])[CH:13]2[c:14]2[cH:15][cH:16][c:17]([Cl:20])[cH:18][cH:19]2)[cH:5][cH:6][cH:7]1.[ClH:32].[F:33][C:34]([C:35]1([OH:39])[CH2:36][NH:37][CH2:38]1)([F:40])[F:41].[Na+:55]>>[Cl:1][c:2]1[cH:3][c:4]([CH:8]2[CH2:9][C:10]([CH3:27])([CH2:28][C:29](=[O:30])[OH:31])[C:11](=[O:26])[N:12]([CH:21]([CH2:22][N:37]3[CH2:36][C:35]([C:34]([F:33])([F:40])[F:41])([OH:39])[CH2:38]3)[CH2:24][CH3:25])[CH:13]2[c:14]2[cH:15][cH:16][c:17]([Cl:20])[cH:18][cH:19]2)[cH:5][cH:6][cH:7]1. Starting materials: CC(=O)O[BH-](OC(C)=O)OC(C)=O, CCC(C=O)N1C(=O)C(C)(CC(=O)O)CC(c2cccc(Cl)c2)C1c1ccc(Cl)cc1, Cl, OC1(C(F)(F)F)CNC1, [Na+]. The reactants are CCC(CC)=O (3-pentanone), CO (methanol), C(C)(OC)(OC)OC (trimethyl orthoacetate). The reagents and catalysts are C[O-].[Na+].CO (sodium methoxide methanol), O.C1(=CC=C(C=C1)S(=O)(=O)O)C (p-toluenesulfonic acid monohydrate). Reaction conditions: temperature 5 celsius, time 2 hour. The product is COC(CC)(CC)OC (3,3-dimethoxypentane). Yield: 895.9%. Reaction SMILES: [CH3:1][CH2:2][C:3](=[O:6])[CH2:4][CH3:5].[CH3:7]O.[C:9](OC)(OC)([O:11]C)C>O.C1(C)C=CC(S(O)(=O)=O)=CC=1.C[O-].[Na+].CO>[CH3:7][O:6][C:3]([O:11][CH3:9])([CH2:4][CH3:5])[CH2:2][CH3:1] |f:3.4,5.6.7|. Reported procedure: First, 43.11 g (50.1 mmol) of 3-pentanone, 43.11 g (1.35 mol) of methanol, and 0.43 g (2.26 mmol) of p-toluenesulfonic acid monohydrate were added to a 3-necked flask (300 ml volume) equipped with a thermometer, a mechanical stirrer and a dropping funnel, and cooled to 5° C. Next, 63.03 g (525 mmol) of trimethyl orthoacetate was added dropwise to this solution over a period of 90 minutes while keeping internal temperature at 10° C. or lower. Then the temperature of the reaction mixture was raise... Starting materials: C=CC(O)(C=C)CCC(O)COC(c1ccccc1)(c1ccccc1)c1ccccc1, O, Cc1ccccc1S(=O)(=O)Cl, c1ccncc1. Product: C=CC1(C=C)CCC(COC(c2ccccc2)(c2ccccc2)c2ccccc2)O1. As a reaction SMILES: [C:1]([c:2]1[cH:3][cH:4][cH:5][cH:6][cH:7]1)([c:8]1[cH:9][cH:10][cH:11][cH:12][cH:13]1)([c:14]1[cH:15][cH:16][cH:17][cH:18][cH:19]1)[O:20][CH2:21][CH:22]([CH2:23][CH2:24][C:25]([CH:26]=[CH2:27])([OH:28])[CH:29]=[CH2:30])[OH:31].[OH2:43].[c:32]1([CH3:33])[c:34]([S:35]([Cl:36])(=[O:37])=[O:38])[cH:39][cH:40][cH:41][cH:42]1.[cH:44]1[cH:45][cH:46][n:47][cH:48][cH:49]1>>[C:1]([c:2]1[cH:3][cH:4][cH:5][cH:6][cH:7]1)([c:8]1[cH:9][cH:10][cH:11][cH:12][cH:13]1)([c:14]1[cH:15][cH:16][cH:17][cH:18][cH:19]1)[O:20][CH2:21][CH:22]1[CH2:23][CH2:24][C:25]([CH:26]=[CH2:27])([CH:29]=[CH2:30])[O:31]1. Reactants: S1(NCCC1)(=O)=O (isothiazolidine 1,1-dioxide), BrC=1C=CC(=NC1)C(=O)N1CCN(CC1)C1=NC=C(C=C1C1CC1)C1CC1 ((5-bromopyridin-2-yl)[4-(3,5-dicyclopropylpyridin-2-yl)piperazin-1-yl]methanone). The product is C1(CC1)C=1C(=NC=C(C1)C1CC1)N1CCN(CC1)C(=O)C1=NC=C(C=C1)N1S(CCC1)(=O)=O ([4-(3,5-dicyclopropylpyridin-2-yl)piperazin-1-yl][5-(1,1-dioxo-1λ6-isothiazolidin-2-yl)pyridin-2-yl]methanone). The yield is 39.2%. Reaction SMILES: [S:1]1(=[O:7])(=[O:6])[CH2:5][CH2:4][CH2:3][NH:2]1.Br[C:9]1[CH:10]=[CH:11][C:12]([C:15]([N:17]2[CH2:22][CH2:21][N:20]([C:23]3[C:28]([CH:29]4[CH2:31][CH2:30]4)=[CH:27][C:26]([CH:32]4[CH2:34][CH2:33]4)=[CH:25][N:24]=3)[CH2:19][CH2:18]2)=[O:16])=[N:13][CH:14]=1>>[CH:29]1([C:28]2[C:23]([N:20]3[CH2:21][CH2:22][N:17]([C:15]([C:12]4[CH:11]=[CH:10][C:9]([N:2]5[CH2:3][CH2:4][CH2:5][S:1]5(=[O:7])=[O:6])=[CH:14][N:13]=4)=[O:16])[CH2:18][CH2:19]3)=[N:24][CH:25]=[C:26]([CH:32]3[CH2:34][CH2:33]3)[CH:27]=2)[CH2:30][CH2:31]1. Procedure details: Using isothiazolidine 1,1-dioxide (105 mg) and (5-bromopyridin-2-yl)[4-(3,5-dicyclopropylpyridin-2-yl)piperazin-1-yl]methanone (338 mg) described in Preparation Example 142 and by the reaction and treatment in the same manner as in Example 1, the title compound (145 mg) was obtained. Reactants: C([O-])([O-])=O.[K+].[K+] (potassium carbonate), FC(C(=O)O)(F)F.COC=1NC2=NC(=NC(=C2N1)N)OCC1OCCC1 (8-(Methoxy)-2-[(tetrahydro-2-furanylmethyl)oxy]-9H-purin-6-amine trifluoroacetate salt), CS(=O)(=O)OCC1CCOCC1 (tetrahydro-2H-pyran-4-ylmethyl methanesulfonate). Solvent: CN(C)C=O (DMF). Reaction conditions: temperature 60 celsius. Yields the product COC=1N(C2=NC(=NC(=C2N1)N)OCC1OCCC1)CC1CCOCC1 (8-(Methoxy)-2-[(tetrahydro-2-furanylmethyl)oxy]-9-(tetrahydro-2H-Pyran-4-ylmethyl)-9H-purin-6-amine). Isolated yield 54.3%. RXN SMILES: FC(F)(F)C(O)=O.[CH3:8][O:9][C:10]1[NH:11][C:12]2[C:17]([N:18]=1)=[C:16]([NH2:19])[N:15]=[C:14]([O:20][CH2:21][CH:22]1[CH2:26][CH2:25][CH2:24][O:23]1)[N:13]=2.C(=O)([O-])[O-].[K+].[K+].CS(O[CH2:38][CH:39]1[CH2:44][CH2:43][O:42][CH2:41][CH2:40]1)(=O)=O>CN(C=O)C>[CH3:8][O:9][C:10]1[N:11]([CH2:38][CH:39]2[CH2:44][CH2:43][O:42][CH2:41][CH2:40]2)[C:12]2[C:17]([N:18]=1)=[C:16]([NH2:19])[N:15]=[C:14]([O:20][CH2:21][CH:22]1[CH2:26][CH2:25][CH2:24][O:23]1)[N:13]=2 |f:0.1,2.3.4|. Reported procedure: 8-(Methoxy)-2-[(tetrahydro-2-furanylmethyl)oxy]-9H-purin-6-amine trifluoroacetate salt (0.30 g) was dissolved in dry DMF (5 mL). To this solution was added anhydrous potassium carbonate (0.4376 g) and then the reaction mixture was heated to 60° C. under nitrogen for 1 hour. The reaction mixture was then cooled to room temperature before adding tetrahydro-2H-pyran-4-ylmethyl methanesulfonate (0.1690 g) and then the resultant reaction mixture was heated to 90° C. for 2.5 hours. The reaction mixtur... Reactants: BrC=1C=C(C2=CN(N=C2C1)C1OCCCC1)[N+](=O)[O-] (6-Bromo-4-nitro-2-(tetrahydro-2H-pyran-2-yl)-2H-indazole), C([O-])([O-])=O.[Na+].[Na+] (sodium carbonate), CC=1C=C(C=CC1)B(O)O ((3-methylphenyl)boronic acid), O1CCOCC1 (1,4-dioxane). Reagents/catalysts: C1=CC=C(C=C1)P([C-]2C=CC=C2)C3=CC=CC=C3.C1=CC=C(C=C1)P([C-]2C=CC=C2)C3=CC=CC=C3.Cl[Pd]Cl.[Fe+2] (Pd(dppf)Cl2). The solvent is O (water). Reaction conditions: temperature 150 celsius. Product: CC=1C=C(C=CC1)C=1C=C(C2=CN(N=C2C1)C1OCCCC1)[N+](=O)[O-] (6-(3-Methylphenyl)-4-nitro-2-(tetrahydro-2H-pyran-2-yl)-2H-indazole). Reaction SMILES: Br[C:2]1[CH:3]=[C:4]([N+:17]([O-:19])=[O:18])[C:5]2[C:9]([CH:10]=1)=[N:8][N:7]([CH:11]1[CH2:16][CH2:15][CH2:14][CH2:13][O:12]1)[CH:6]=2.[CH3:20][C:21]1[CH:22]=[C:23](B(O)O)[CH:24]=[CH:25][CH:26]=1.O1CCOCC1.C(=O)([O-])[O-].[Na+].[Na+]>C1C=CC(P(C2C=CC=CC=2)[C-]2C=CC=C2)=CC=1.C1C=CC(P(C2C=CC=CC=2)[C-]2C=CC=C2)=CC=1.Cl[Pd]Cl.[Fe+2].O>[CH3:20][C:21]1[CH:26]=[C:25]([C:2]2[CH:3]=[C:4]([N+:17]([O-:19])=[O:18])[C:5]3[C:9]([CH:10]=2)=[N:8][N:7]([CH:11]2[CH2:16][CH2:15][CH2:14][CH2:13][O:12]2)[CH:6]=3)[CH:24]=[CH:23][CH:22]=1 |f:3.4.5,6.7.8.9|. Reported procedure: 6-Bromo-4-nitro-2-(tetrahydro-2H-pyran-2-yl)-2H-indazole (500 mg, 1.53 mmol), Pd(dppf)Cl2 (125 mg, 0.15 mmol), (3-methylphenyl)boronic acid (313 mg, 2.3 mmol), 1,4-dioxane (5 ml), 2 M sodium carbonate (aq) (2.3 ml) and water (5 ml) were combined and heated in a Biotage microwave at 150° C. for 30 mins. The crude reaction was combined with a separate reaction carried out at 1/10th scale. The combined reactions were partitioned between water (100 ml) and ethyl acetate (100 ml), filtered and the se... Yields the product CCOP(=O)(Cc1ccccc1CN1C(=O)c2ccccc2C1=O)OCC. The reactants are CCOP(=O)(Cc1ccccc1CBr)OCC, O=C1NC(=O)c2ccccc21, CN(C)C=O, [K], O. RXN SMILES: [Br:1][CH2:2][c:3]1[c:4]([CH2:5][P:6]([O:7][CH2:8][CH3:9])([O:10][CH2:11][CH3:12])=[O:13])[cH:14][cH:15][cH:16][cH:17]1.[C:18]1(=[O:28])[c:19]2[c:20]([cH:24][cH:25][cH:26][cH:27]2)[C:21](=[O:23])[NH:22]1.[CH3:30][N:31]([CH3:32])[CH:33]=[O:34].[K:29].[OH2:35]>>[CH2:2]([c:3]1[c:4]([CH2:5][P:6]([O:7][CH2:8][CH3:9])([O:10][CH2:11][CH3:12])=[O:13])[cH:14][cH:15][cH:16][cH:17]1)[N:22]1[C:18](=[O:28])[c:19]2[c:20]([cH:24][cH:25][cH:26][cH:27]2)[C:21]1=[O:23].